This data is from the Open Reaction Database (ORD), a public repository of structured organic reaction records. The task is: describe an organic reaction: reactants, conditions, products, and yield The reactants are COC(CC(=O)C)=O (methylacetoacetate), [O-]CC.[Na+] (sodium ethoxide), [Cl-] (chloride). Run in C(C)O (ethanol). Run at time 3 hour. Product: [Na]COC(CC(=O)C)=O (Sodiomethylacetoacetate). RXN SMILES: [CH3:1][O:2][C:3](=[O:8])[CH2:4][C:5]([CH3:7])=[O:6].[O-]CC.[Na+:12].[Cl-]>C(O)C>[Na:12][CH2:1][O:2][C:3](=[O:8])[CH2:4][C:5]([CH3:7])=[O:6] |f:1.2|. Procedure: Sodiomethylacetoacetate was prepared by adding an excess of methylacetoacetate (74.3 g, 0.64 mole) to a solution of sodium ethoxide (31.3 g, 0.46 mole) in 150 mls. absolute ethanol at 25°. The reaction mixture was cooled to 0° and then the crude chloride prepared above was added dropwise over a 25-minute period and stirring was continued at 0° for an additional 3 hours. After this period, the temperature was allowed to rise to ambient over a 40-minute period. A portion of the ethanol (78.0 g) wa...